Dataset: the Open Reaction Database (ORD), a public repository of structured organic reaction records. Task: describe an organic reaction: reactants, conditions, products, and yield Starting materials: C(C)OC(C(=O)C=1NC(=CC1)SCCC)=O (5-n-propylthio-2-pyrrolylglyoxylic acid ethyl ester), [OH-].[Na+] (sodium hydroxide), Cl (hydrochloric acid). Solvent: O (water). Yields the product C(CC)SC1=CC=C(N1)C(C(=O)O)=O (5-n-propylthio-2-pyrrolylglyoxylic acid). The yield is 33.0%. As a reaction SMILES: C([O:3][C:4](=[O:16])[C:5]([C:7]1[NH:8][C:9]([S:12][CH2:13][CH2:14][CH3:15])=[CH:10][CH:11]=1)=[O:6])C.[OH-].[Na+].Cl>O>[CH2:13]([S:12][C:9]1[NH:8][C:7]([C:5](=[O:6])[C:4]([OH:16])=[O:3])=[CH:11][CH:10]=1)[CH2:14][CH3:15] |f:1.2|. Reported procedure: A mixture of 5-n-propylthio-2-pyrrolylglyoxylic acid ethyl ester (2.4 g.) and sodium hydroxide (1.0 g.) in water (100 ml.) was heated on a steam bath for 3 hours. The solution was cooled, acidified to pH 1 with dilute hydrochloric acid and the product extracted with chloroform. Evaporation of the solvent and recrystallization from petroleum ether (B.P. 40°-60°) gave 5-n-propylthio-2-pyrrolylglyoxylic acid (0.7 g.) as yellow crystals, M.P. 87°. Found: C, 50.34; H, 5.21; N, 6.54. C9H11NO3S require... Yields the product [N-]=[N+]=NC1NC(=O)C1NC(c1ccccc1)(c1ccccc1)c1ccccc1. RXN SMILES: [C:1]([O:2][CH:5]1[CH:6]([NH:10][C:11]([c:12]2[cH:13][cH:14][cH:15][cH:16][cH:17]2)([c:18]2[cH:19][cH:20][cH:21][cH:22][cH:23]2)[c:24]2[cH:25][cH:26][cH:27][cH:28][cH:29]2)[C:7](=[O:9])[NH:8]1)(=[O:3])[CH3:4].[CH3:34][OH:35].[N-:31]=[N+:32]=[N-:33].[Na+:30].[OH2:36]>>[CH:5]1([N:31]=[N+:32]=[N-:33])[CH:6]([NH:10][C:11]([c:12]2[cH:13][cH:14][cH:15][cH:16][cH:17]2)([c:18]2[cH:19][cH:20][cH:21][cH:22][cH:23]2)[c:24]2[cH:25][cH:26][cH:27][cH:28][cH:29]2)[C:7](=[O:9])[NH:8]1. Reactants: CC(=O)OC1NC(=O)C1NC(c1ccccc1)(c1ccccc1)c1ccccc1, CO, [N-]=[N+]=[N-], [Na+], O.